This data is from the Open Reaction Database (ORD), a public repository of structured organic reaction records. The task is: describe an organic reaction: reactants, conditions, products, and yield As a reaction SMILES: [C:9]([BH3-:10])#[N:11].[CH3:13][O:14][c:15]1[cH:16][c:17]2[c:18]([O:25][CH2:26][CH:27]3[CH2:28][CH2:29][C:30](=[O:33])[CH2:31][CH2:32]3)[n:19][cH:20][n:21][c:22]2[cH:23][cH:24]1.[CH3:34][OH:35].[NH2:1][CH2:2][c:3]1[cH:4][cH:5][cH:6][cH:7][cH:8]1.[Na+:12]>>[NH:1]([CH2:2][c:3]1[cH:4][cH:5][cH:6][cH:7][cH:8]1)[CH:30]1[CH2:29][CH2:28][CH:27]([CH2:26][O:25][c:18]2[c:17]3[cH:16][c:15]([O:14][CH3:13])[cH:24][cH:23][c:22]3[n:21][cH:20][n:19]2)[CH2:32][CH2:31]1. Reactants: [BH3-]C#N, COc1ccc2ncnc(OCC3CCC(=O)CC3)c2c1, CO, NCc1ccccc1, [Na+]. Product: COc1ccc2ncnc(OCC3CCC(NCc4ccccc4)CC3)c2c1. The reactants are B(O)O (boronic acid), N1=NC(=CC=C1)NC(=O)N1CC(C1)OC1=NC=C(C=C1)I (3-(5-Iodo-pyridin-2-yloxy)-azetidine-1-carboxylic acid pyridazin-3-ylamide), C([O-])(O)=O.[Na+] (sodium bicarbonate), BrC1=C(C=CC(=C1)OCCOC)OC (2-bromo-1-methoxy-4-(2-methoxy-ethoxy)-benzene), C(CCC)[Li] (n-butyl lithium), B(OC(C)C)(OC(C)C)OC(C)C (Triisopropyl borate). The solvent is C(Cl)Cl (CH2Cl2), CN(C)C=O (DMF), C1CCOC1 (THF). Yields the product N1=NC(=CC=C1)NC(=O)N1CC(C1)OC1=NC=C(C=C1)C1=C(C=CC(=C1)OCCOC)OC (3-{5-[2-Methoxy-5-(2-methoxy-ethoxy)-phenyl]-pyridin-2-yloxy}-azetidine-1-carboxylic acid pyridazin-3-ylamide). Isolated yield 44.9%. As a reaction SMILES: Br[C:2]1[CH:7]=[C:6]([O:8][CH2:9][CH2:10][O:11][CH3:12])[CH:5]=[CH:4][C:3]=1[O:13][CH3:14].B(OC(C)C)(OC(C)C)OC(C)C.C([Li])CCC.B(O)O.[N:36]1[CH:41]=[CH:40][CH:39]=[C:38]([NH:42][C:43]([N:45]2[CH2:48][CH:47]([O:49][C:50]3[CH:55]=[CH:54][C:53](I)=[CH:52][N:51]=3)[CH2:46]2)=[O:44])[N:37]=1.C(=O)(O)[O-].[Na+]>C1COCC1.C(Cl)Cl.CN(C=O)C>[N:36]1[CH:41]=[CH:40][CH:39]=[C:38]([NH:42][C:43]([N:45]2[CH2:46][CH:47]([O:49][C:50]3[CH:55]=[CH:54][C:53]([C:2]4[CH:7]=[C:6]([O:8][CH2:9][CH2:10][O:11][CH3:12])[CH:5]=[CH:4][C:3]=4[O:13][CH3:14])=[CH:52][N:51]=3)[CH2:48]2)=[O:44])[N:37]=1 |f:5.6|. Procedure details: A solution of 2-bromo-1-methoxy-4-(2-methoxy-ethoxy)-benzene (110 mg, 0.42 mmol) in anhydrous THF (2 mL) was cooled to −78° C. with a CO2— acetone bath under a nitrogen atmosphere. Triisopropyl borate (0.19 mL, 0.842 mmol) was added, followed by n-butyl lithium solution (2.5M in hexanes, 0.22 mL, 0.55 mmol). The mixture was allowed to warm to ambient temperature the solvents were removed in vacuo to afford a colourless solid. To the crude boronic acid was added 3-(5-iodo-pyridin-2-yloxy)-azetidi... RXN SMILES: [CH3:11][N:12]([CH3:13])[CH:14]=[O:15].[CH3:16][N:17]1[c:18]2[c:19]([cH:29][s:30][cH:31]2)[C:20](=[O:28])[NH:21][c:22]2[c:23]1[cH:24][cH:25][cH:26][cH:27]2.[CH3:32][CH2:33][CH2:34][CH2:35][CH2:36][CH3:37].[Cl:2][CH2:3][CH2:4][N:5]1[CH2:6][CH2:7][CH2:8][CH2:9][CH2:10]1.[ClH:1]>>[CH2:3]([CH2:4][N:5]1[CH2:6][CH2:7][CH2:8][CH2:9][CH2:10]1)[N:21]1[C:20](=[O:28])[c:19]2[c:18]([cH:31][s:30][cH:29]2)[N:17]([CH3:16])[c:23]2[c:22]1[cH:27][cH:26][cH:25][cH:24]2. Reactants: CN(C)C=O, CN1c2ccccc2NC(=O)c2cscc21, CCCCCC, ClCCN1CCCCC1, Cl. The product is CN1c2cscc2C(=O)N(CCN2CCCCC2)c2ccccc21. The reactants are C1(CCCCC1)C1=C(C=C(C=C1)OC)C (1-cyclohexyl-4-methoxy-2-methyl-benzene), B(Br)(Br)Br (BBr3). Run in C(Cl)Cl (DCM). Conditions: temperature 50 celsius. The product is C1(CCCCC1)C1=C(C=C(C=C1)O)C (4-cyclohexyl-3-methyl-phenol). As a reaction SMILES: [CH:1]1([C:7]2[CH:12]=[CH:11][C:10]([O:13]C)=[CH:9][C:8]=2[CH3:15])[CH2:6][CH2:5][CH2:4][CH2:3][CH2:2]1.B(Br)(Br)Br>C(Cl)Cl>[CH:1]1([C:7]2[CH:12]=[CH:11][C:10]([OH:13])=[CH:9][C:8]=2[CH3:15])[CH2:2][CH2:3][CH2:4][CH2:5][CH2:6]1. Procedure: To a solution of crude 1-cyclohexyl-4-methoxy-2-methyl-benzene in dry DCM (10 mL) is added BBr3 at −78° C. Following this addition, the mixture is heated at 50° C. for 12 hours. The reaction mixture is cooled in an ice bath, and the reaction is quenched by the dropwise addition of water. The mixture is extracted with DCM. The combined organic phases are washed with 10% NaHCO3 (aq), brine, and dried over Na2SO4. After concentration, the residue is purified by silica gel chromatography (10% EtOAc ...